From a dataset of the Open Reaction Database (ORD), a public repository of structured organic reaction records. describe an organic reaction: reactants, conditions, products, and yield Product: CC1OC(Cn2cncn2)(c2ccc(Cl)cc2Cl)C1(C)C. Reactants: CN(C)C=O, CC(OS(C)(=O)=O)C(C)(C)C(O)(Cn1cncn1)c1ccc(Cl)cc1Cl, [H-], [Na+]. As a reaction SMILES: [CH3:29][N:30]([CH3:31])[CH:32]=[O:33].[Cl:3][c:4]1[c:5]([C:11]([CH2:12][n:13]2[n:14][cH:15][n:16][cH:17]2)([C:18]([CH:19]([CH3:20])[O:21][S:22]([CH3:23])(=[O:24])=[O:25])([CH3:26])[CH3:27])[OH:28])[cH:6][cH:7][c:8]([Cl:10])[cH:9]1.[H-:1].[Na+:2]>>[Cl:3][c:4]1[c:5]([C:11]2([CH2:12][n:13]3[n:14][cH:15][n:16][cH:17]3)[C:18]([CH3:26])([CH3:27])[CH:19]([CH3:20])[O:28]2)[cH:6][cH:7][c:8]([Cl:10])[cH:9]1. The reactants are N1=CC=CC=C1 (pyridine), C(N)(=O)[C@H]1N(CC(C1)(F)F)C(CNC(OC(C)(C)C)=O)=O ((S)-tert-butyl 2-(2-carbamoyl-4,4-difluoropyrrolidin-1-yl)-2-oxoethylcarbamate), FC(C(=O)OC(C(F)(F)F)=O)(F)F (2,2,2-trifluoroacetic anhydride). Solvent: C1CCOC1 (THF), C(Cl)Cl (DCM). Reaction conditions: time 90 minute. Product: C(#N)[C@H]1N(CC(C1)(F)F)C(CNC(OC(C)(C)C)=O)=O ((S)-tert-butyl 2-(2-cyano-4,4-difluoropyrrolidin-1-yl)-2-oxoethylcarbamate). Isolated yield 100.0%. Reaction SMILES: [C:1]([C@@H:4]1[CH2:8][C:7]([F:10])([F:9])[CH2:6][N:5]1[C:11](=[O:21])[CH2:12][NH:13][C:14](=[O:20])[O:15][C:16]([CH3:19])([CH3:18])[CH3:17])(=O)[NH2:2].N1C=CC=CC=1.FC(F)(F)C(OC(=O)C(F)(F)F)=O>C1COCC1.C(Cl)Cl>[C:1]([C@@H:4]1[CH2:8][C:7]([F:9])([F:10])[CH2:6][N:5]1[C:11](=[O:21])[CH2:12][NH:13][C:14](=[O:20])[O:15][C:16]([CH3:17])([CH3:18])[CH3:19])#[N:2]. Procedure: In a 50 mL round-bottomed flask (S)-tert-butyl 2-(2-carbamoyl-4,4-difluoropyrrolidin-1-yl)-2-oxoethylcarbamate (41) (0.720 g, 2.343 mmol) was dissolved in dry THF at −15° C. Then pyridine was added, followed by the dropwise addition of the solution of 2,2,2-trifluoroacetic anhydride (0.094 ml, 0.664 mmol) in 5 mL of DCM after the complete addition, the mixture was allowed to reach RT. The reaction mixture was stirred for 90 minutes. The reaction mixture was washed with 1M solution of aqueous sol... Starting materials: Br, COC(=O)c1cn(C2C(OC(C)=O)C(COC(C)=O)OC(OC(C)=O)C2OC(C)=O)nn1, CC(=O)O, CC(=O)OC(C)=O, ClCCl. Yields the product COC(=O)c1cn(C2C(OC(C)=O)C(Br)OC(COC(C)=O)C2OC(C)=O)nn1. As a reaction SMILES: [BrH:40].[C:1]([O:2][CH:5]1[CH:6]([O:7][C:8]([CH3:9])=[O:10])[CH:11]([n:24]2[n:25][n:26][c:27]([C:29](=[O:30])[O:31][CH3:32])[cH:28]2)[CH:12]([O:13][C:14]([CH3:15])=[O:16])[CH:17]([CH2:19][O:20][C:21]([CH3:22])=[O:23])[O:18]1)(=[O:3])[CH3:4].[C:44]([OH:45])(=[O:46])[CH3:47].[CH3:33][C:34]([O:35][C:36](=[O:37])[CH3:38])=[O:39].[Cl:41][CH2:42][Cl:43]>>[CH:5]1([Br:40])[CH:6]([O:7][C:8]([CH3:9])=[O:10])[CH:11]([n:24]2[n:25][n:26][c:27]([C:29](=[O:30])[O:31][CH3:32])[cH:28]2)[CH:12]([O:13][C:14]([CH3:15])=[O:16])[CH:17]([CH2:19][O:20][C:21]([CH3:22])=[O:23])[O:18]1. Reactants: Cn1c(=O)oc(=O)c2ccccc21, C[Si](C)(C)Cl, NCCCC(=O)O, CN(C)C=O. Yields the product O=c1[nH]c2ccccc2c(=O)o1. Reaction SMILES: [CH3:1][n:2]1[c:3]2[cH:4][cH:5][cH:6][cH:7][c:8]2[c:9](=[O:10])[o:11][c:12]1=[O:13].[Cl:21][Si:22]([CH3:23])([CH3:24])[CH3:25].[NH2:14][CH2:15][CH2:16][CH2:17][C:18]([OH:19])=[O:20].[O:26]=[CH:27][N:28]([CH3:29])[CH3:30]>>[nH:2]1[c:3]2[cH:4][cH:5][cH:6][cH:7][c:8]2[c:9](=[O:10])[o:11][c:12]1=[O:13]. Reactants: O1C(OCC1)CCC(=O)C1=CC=C(C=C1)C (3-(1,3-Dioxolan-2yl)-4'-methylpropiophenone), C(C)(=O)NCCN (N-acetylethylenediamine). Solvent: C(C)(=O)O (acetic acid), C(C)(=O)O (acetic acid). The product is C1(=CC=C(C=C1)C=1N(C=CC1)CCNC(C)=O)C (N-[2-(2-p-tolylpyrrol-1-yl)ethyl]acetamide). The yield is 69.5%. Reaction SMILES: O1CCO[CH:2]1[CH2:6][CH2:7][C:8]([C:10]1[CH:15]=[CH:14][C:13]([CH3:16])=[CH:12][CH:11]=1)=O.[C:17]([NH:20][CH2:21][CH2:22][NH2:23])(=[O:19])[CH3:18]>C(O)(=O)C>[C:13]1([CH3:16])[CH:12]=[CH:11][C:10]([C:8]2[N:23]([CH2:22][CH2:21][NH:20][C:17](=[O:19])[CH3:18])[CH:2]=[CH:6][CH:7]=2)=[CH:15][CH:14]=1. Procedure: 3-(1,3-Dioxolan-2yl)-4'-methylpropiophenone (10.2 g) was dissolved in 20 ml of acetic acid and added under argon and while stirring to a solution of 9.4 g of N-acetylethylenediamine in 100 ml of acetic acid. The reaction mixture was heated to reflux overnight, the acetic acid was subsequently removed in a vacuum. The residue was taken up in 200 ml of methylene chloride and washed with a mixture of 100 ml of saturated sodium hydrogen carbonate solution and 150 ml of 2N sodium hydroxide solution. ... Reactants: C1CCOC1, CC1(C)OB(c2ccc(-n3ncc4cncnc43)cc2)OC1(C)C, [Na+], [OH-], OO. The product is Oc1ccc(-n2ncc3cncnc32)cc1. Reaction SMILES: [CH2:29]1[O:30][CH2:31][CH2:32][CH2:33]1.[CH3:1][C:2]1([CH3:3])[C:4]([CH3:5])([CH3:6])[O:7][B:8]([c:9]2[cH:10][cH:11][c:12](-[n:15]3[n:16][cH:17][c:18]4[c:19]3[n:20][cH:21][n:22][cH:23]4)[cH:13][cH:14]2)[O:24]1.[Na+:26].[OH-:25].[OH:27][OH:28]>>[c:9]1([OH:25])[cH:10][cH:11][c:12](-[n:15]2[n:16][cH:17][c:18]3[c:19]2[n:20][cH:21][n:22][cH:23]3)[cH:13][cH:14]1.